This data is from the Open Reaction Database (ORD), a public repository of structured organic reaction records. The task is: describe an organic reaction: reactants, conditions, products, and yield The product is OC1=C(C=CC(=C1)OC)C=1NC2=C(C=NC=C2)N1 (2-(2-Hydroxy-4-methoxyphenyl)imidazo(4,5-c)pyridine). Starting materials: OC1=CC(=C(C=C1)C=1NC2=C(C=NC=C2)N1)OC (2-(4-Hydroxy-2-methoxyphenyl)imidazo(4,5-c)pyridine), C(\C=C\C(=O)[O-])(=O)[O-] (fumarate). Reported procedure: 2-(4-Hydroxy-2-methoxyphenyl)imidazo(4,5-c)pyridine, fumarate, m.p. 255°. Reaction SMILES: [OH:1][C:2]1[CH:7]=[CH:6][C:5]([C:8]2[NH:9][C:10]3[CH:15]=[CH:14][N:13]=[CH:12][C:11]=3[N:16]=2)=[C:4]([O:17]C)[CH:3]=1.[C:19]([O-])(=O)/C=C/C([O-])=O>>[OH:17][C:4]1[CH:3]=[C:2]([O:1][CH3:19])[CH:7]=[CH:6][C:5]=1[C:8]1[NH:9][C:10]2[CH:15]=[CH:14][N:13]=[CH:12][C:11]=2[N:16]=1. Starting materials: FC1=C(C(=CC=C1F)N)OCC(C)OC1OCCCC1 (2,3-Difluoro-6-amino-{[2-(tetrahydropyran-2-yl)oxypropyl]oxy}benzene), C(C)OC=C(C(=O)OCC)C(=O)OCC (diethyl ethoxymethylenemalonate), XVI, alkyl. Run at time 1.5 hour. Product: FC1=C(C(=CC=C1F)NC=C(C(=O)OCC)C(=O)OCC)OCC(C)O (2,3-Difluoro-6-(2,2-diethoxycarbonylethenyl)amino-[(2-hydroxypropyl)oxy]benzene). RXN SMILES: [F:1][C:2]1[C:7]([F:8])=[CH:6][CH:5]=[C:4]([NH2:9])[C:3]=1[O:10][CH2:11][CH:12]([O:14]C1CCCCO1)[CH3:13].C(O[CH:24]=[C:25]([C:31]([O:33][CH2:34][CH3:35])=[O:32])[C:26]([O:28][CH2:29][CH3:30])=[O:27])C>>[F:1][C:2]1[C:7]([F:8])=[CH:6][CH:5]=[C:4]([NH:9][CH:24]=[C:25]([C:26]([O:28][CH2:29][CH3:30])=[O:27])[C:31]([O:33][CH2:34][CH3:35])=[O:32])[C:3]=1[O:10][CH2:11][CH:12]([OH:14])[CH3:13]. Procedure details: To the total amount of the product obtained in Example 2 was added 1.24 g of diethyl ethoxymethylenemalonate (XVI, Y=EtO, alkyl=Et, hereinafter abbreviated as EMME). The mixture was heated to 145° to 150° C. with stirring. After 1.5 hours, the system was evacuated to remove formed ethanol, and the mixture was heated a further 30 minutes with stirring under reduced pressure. After cooling, the product was isolated through silica gel column chromatography to yield 1.33 g of the titled compound, wh... Reactants: C(CC(=O)C)(=O)OCCN(C)C (2-(N,N-dimethylamino)ethyl acetoacetate), [N+](=O)([O-])C=1C=C(C=C(C(=O)OCC2CC2)C(=O)C)C=CC1 (cyclopropylmethyl 2-(3-nitrobenzylidene)-acetoacetate), N (ammonia). The solvent is C(C)O (ethanol). Run at time 7 hour. Yields the product CC=1NC(=C(C(C1C(=O)OCC1CC1)C1=CC(=CC=C1)[N+](=O)[O-])C(=O)OCCN(C)C)C (3-cyclopropylmethyl 5-[2-(N,N-dimethylamino)ethyl] 1,4-dihydro-2,6-dimethyl-4-(3-nitrophenyl)pyridine-3,5-dicarboxylate). Yield: 42.3%. RXN SMILES: [C:1]([O:7][CH2:8][CH2:9][N:10]([CH3:12])[CH3:11])(=[O:6])[CH2:2][C:3]([CH3:5])=O.[N+:13]([C:16]1[CH:17]=[C:18]([CH:31]=[CH:32][CH:33]=1)[CH:19]=[C:20]([C:28]([CH3:30])=O)[C:21]([O:23][CH2:24][CH:25]1[CH2:27][CH2:26]1)=[O:22])([O-:15])=[O:14].[NH3:34]>C(O)C>[CH3:30][C:28]1[NH:34][C:3]([CH3:5])=[C:2]([C:1]([O:7][CH2:8][CH2:9][N:10]([CH3:12])[CH3:11])=[O:6])[CH:19]([C:18]2[CH:31]=[CH:32][CH:33]=[C:16]([N+:13]([O-:15])=[O:14])[CH:17]=2)[C:20]=1[C:21]([O:23][CH2:24][CH:25]1[CH2:27][CH2:26]1)=[O:22]. Procedure: A mixture of 13.0 g (75 mmol) of 2-(N,N-dimethylamino)ethyl acetoacetate, 21.7 g (75 mmol) of cyclopropylmethyl 2-(3-nitrobenzylidene)-acetoacetate, 6.0 ml of 28% aqueous ammonia and 70 ml of ethanol was stirred at the reflux temperature for 7 hours, and then the solvent was removed under reduced pressure. The residue was chromatographed on silica gel column and crystallized from ethyl ether to afford 3-cyclopropylmethyl 5-[2-(N,N-dimethylamino)ethyl] 1,4-dihydro-2,6-dimethyl-4-(3-nitrophenyl)py...